Task: describe an organic reaction: reactants, conditions, products, and yield. Dataset: the Open Reaction Database (ORD), a public repository of structured organic reaction records Reactants: OC1CN2CCC1CC2 (3-Hydroxy quinuclidine), [H-].[Na+] (NaH), C(=O)([O-])[O-].[Na+].[Na+] (Na2CO3), ClC1=NC=C(C=C1)Br (2-Chloro-5-bromopyridine). The solvent is CN(C)C=O (DMF). Conditions: temperature 100 celsius, time 6 hour. Product: O(C1=CC=CC=C1)C=1C=CC(=NC1)OC1CN2CCC1CC2 (3-[(5-phenoxypyridin-2-yl)oxy]quinuclidine). Reaction SMILES: [OH:1][CH:2]1[CH:7]2[CH2:8][CH2:9][N:4]([CH2:5][CH2:6]2)[CH2:3]1.[H-].[Na+].Cl[C:13]1[CH:18]=[CH:17][C:16](Br)=[CH:15][N:14]=1.[C:20]([O-:23])([O-])=O.[Na+].[Na+]>CN(C=O)C>[O:23]([C:16]1[CH:17]=[CH:18][C:13]([O:1][CH:2]2[CH:7]3[CH2:8][CH2:9][N:4]([CH2:5][CH2:6]3)[CH2:3]2)=[N:14][CH:15]=1)[C:20]1[CH:3]=[CH:2][CH:7]=[CH:6][CH:5]=1 |f:1.2,4.5.6|. Procedure details: 3-Hydroxy quinuclidine (Aldrich, 3.2 g, 25 mmol)) in DMF (anhydrous, 30 mL) was treated with NaH (Aldrich, 99%, 1.2 g, 50 mmol) at ambient temperature for 1 hour. 2-Chloro-5-bromopyridine (7.1 g, 30 mmol) was added and the mixture was stirred at 100° C. for 6 hours. The mixture was allowed to cool to room temperature, treated with Na2CO3 (2M, 10 mL) at 10° C., and extracted with ethyl acetate (2×50 mL). The extracts were combined and concentrated under reduced pressure. The title compound was pu... The reactants are COC(=O)C1=C2C=C[N+](=CC2=CC=C1)[O-] (5-(Methoxycarbonyl)isoquinoline 2-oxide), O=P(Cl)(Cl)Cl (POCl3). The solvent is ClCCl (dichloromethane). Run at temperature 90 celsius. Yields the product ClC1=NC=CC=2C(=CC=CC12)C(=O)OC (methyl 1-chloroisoquinoline-5-carboxylate). The yield is 86.0%. RXN SMILES: [CH3:1][O:2][C:3]([C:5]1[CH:14]=[CH:13][CH:12]=[C:11]2[C:6]=1[CH:7]=[CH:8][N+:9]([O-])=[CH:10]2)=[O:4].O=P(Cl)(Cl)[Cl:18]>ClCCl>[Cl:18][C:10]1[C:11]2[CH:12]=[CH:13][CH:14]=[C:5]([C:3]([O:2][CH3:1])=[O:4])[C:6]=2[CH:7]=[CH:8][N:9]=1. Reported procedure: 5-(Methoxycarbonyl)isoquinoline 2-oxide (2 g, 9.84 mmol) obtained in Step (4) of Preparation Example 1 was dissolved in dichloromethane (20 mL), added with POCl3 (20 mL) at room temperature, and stirred for 4 hours or more at 90° C. The temperature of the reaction mixture was lowered to room temperature, followed by quenching with distilled water. The reaction mixture was diluted with dichloromethane, and washed with a saturated aqueous sodium bicarbonate solution and saline. The organic layer t... The reactants are CC(=O)O, Nc1cccc(S(F)(F)(F)(F)F)c1, O=C1OC(=O)c2ccccc21, O. The product is O=C1c2ccccc2C(=O)N1c1cccc(S(F)(F)(F)(F)F)c1. Reaction SMILES: [CH3:26][C:27](=[O:28])[OH:29].[F:1][S:2]([c:3]1[cH:4][c:5]([NH2:9])[cH:6][cH:7][cH:8]1)([F:10])([F:11])([F:12])[F:13].[O:14]=[C:15]1[O:16][C:17](=[O:18])[c:19]2[cH:20][cH:21][cH:22][cH:23][c:24]21.[OH2:25]>>[F:1][S:2]([c:3]1[cH:4][c:5]([N:9]2[C:15](=[O:14])[c:24]3[c:19]([cH:20][cH:21][cH:22][cH:23]3)[C:17]2=[O:16])[cH:6][cH:7][cH:8]1)([F:10])([F:11])([F:12])[F:13]. Starting materials: CC1SCN(CCCCBr)C1=O, CC#N, Cl, [I-], [Na+], c1ccc2c(N3CCNCC3)nsc2c1. Yields the product CC1SCN(CCCCN2CCN(c3nsc4ccccc34)CC2)C1=O. RXN SMILES: [Br:1][CH2:2][CH2:3][CH2:4][CH2:5][N:6]1[CH2:7][S:8][CH:9]([CH3:12])[C:10]1=[O:11].[CH3:31][C:32]#[N:33].[ClH:13].[I-:29].[Na+:30].[s:14]1[n:15][c:16]([N:23]2[CH2:24][CH2:25][NH:26][CH2:27][CH2:28]2)[c:17]2[c:18]1[cH:19][cH:20][cH:21][cH:22]2>>[CH2:2]([CH2:3][CH2:4][CH2:5][N:6]1[CH2:7][S:8][CH:9]([CH3:12])[C:10]1=[O:11])[N:26]1[CH2:25][CH2:24][N:23]([c:16]2[n:15][s:14][c:18]3[c:17]2[cH:22][cH:21][cH:20][cH:19]3)[CH2:28][CH2:27]1. The reactants are BrCC1=C(C=C(C(=O)OC)C=C1)OC(C)C (methyl 4-(bromomethyl)-3-isopropoxybenzoate), OC1CCNCC1 (4-hydroxypiperidine), C([O-])([O-])=O.[K+].[K+] (potassium carbonate), CN(C=O)C (N,N-dimethylformamide). The solvent is C(C)(=O)OCC (ethyl acetate). Run at temperature 70 celsius, time 20 hour. Yields the product OC1CCN(CC1)CC1=C(C=C(C(=O)OC)C=C1)OC(C)C (methyl 4-[(4-hydroxypiperidin-1-yl)methyl]-3-isopropoxybenzoate). The yield is 82.7%. RXN SMILES: Br[CH2:2][C:3]1[CH:12]=[CH:11][C:6]([C:7]([O:9][CH3:10])=[O:8])=[CH:5][C:4]=1[O:13][CH:14]([CH3:16])[CH3:15].[OH:17][CH:18]1[CH2:23][CH2:22][NH:21][CH2:20][CH2:19]1.C(=O)([O-])[O-].[K+].[K+].CN(C)C=O>C(OCC)(=O)C>[OH:17][CH:18]1[CH2:23][CH2:22][N:21]([CH2:2][C:3]2[CH:12]=[CH:11][C:6]([C:7]([O:9][CH3:10])=[O:8])=[CH:5][C:4]=2[O:13][CH:14]([CH3:16])[CH3:15])[CH2:20][CH2:19]1 |f:2.3.4|. Procedure details: A mixture of methyl 4-(bromomethyl)-3-isopropoxybenzoate (2.0 g, 6.96 mmol), 4-hydroxypiperidine (1.06 g, 10.4 mmol), potassium carbonate (1.44 g, 10.4 mmol) and N,N-dimethylformamide (20 mL) was stirred at 70° C. for 20 hr. The reaction mixture was diluted with ethyl acetate, washed with water and saturated brine, dried over anhydrous magnesium sulfate, and concentrated under reduced pressure. The residue was purified by silica gel column chromatography (basic silica gel, hexane/ethyl acetate=1... Starting materials: O=C([O-])O, CC(C)=O, [Cl-], C=C(Cl)Cl, Cl, O=N[O-], CC(C(=O)O)c1cc(N)ccc1F, [Na+], [Na+], O, O. The product is CC(C(=O)O)c1cc(CC(Cl)(Cl)Cl)ccc1F. RXN SMILES: [C:22](=[O:23])([O-:24])[OH:25].[CH3:31][C:32](=[O:33])[CH3:34].[Cl-:29].[Cl:18][C:19](=[CH2:20])[Cl:21].[ClH:30].[N:14]([O-:15])=[O:16].[NH2:1][c:2]1[cH:3][cH:4][c:5]([F:13])[c:6]([CH:8]([C:9](=[O:10])[OH:11])[CH3:12])[cH:7]1.[Na+:17].[Na+:26].[OH2:27].[OH2:28]>>[c:2]1([CH2:20][C:19]([Cl:18])([Cl:21])[Cl:29])[cH:3][cH:4][c:5]([F:13])[c:6]([CH:8]([C:9](=[O:10])[OH:11])[CH3:12])[cH:7]1. Starting materials: FB(F)F, CCOCC, CCCCCCC(=O)O, O=C(CCl)OC(=O)CCl, CC(Cl)Cl, c1cc[nH]c1. The product is CCCCCCC(=O)c1ccc[nH]1. As a reaction SMILES: [B:29]([F:30])([F:31])[F:32].[CH2:24]([O:25][CH2:26][CH3:27])[CH3:28].[CH3:1][CH2:2][CH2:3][CH2:4][CH2:5][CH2:6][C:7]([OH:8])=[O:9].[Cl:10][CH2:11][C:12]([O:13][C:14](=[O:15])[CH2:16][Cl:17])=[O:18].[Cl:33][CH:34]([Cl:35])[CH3:36].[nH:19]1[cH:20][cH:21][cH:22][cH:23]1>>[CH3:1][CH2:2][CH2:3][CH2:4][CH2:5][CH2:6][C:7](=[O:9])[c:20]1[nH:19][cH:23][cH:22][cH:21]1.